Task: describe an organic reaction: reactants, conditions, products, and yield. Dataset: the Open Reaction Database (ORD), a public repository of structured organic reaction records Reactants: known compound, FC1=CC=C(C=C1)CC#N (p-fluorophenylacetonitrile), C(C=C)(=O)OC (methyl acrylate). The solvent is C(C)(C)(C)O (t-butyl alcohol). Product: COC(CCC(CCC(=O)OC)(C1=CC=C(C=C1)F)C#N)=O (dimethyl-4-cyano-4-(4-fluorophenyl)pimelate). Isolated yield 72.2%. RXN SMILES: [F:1][C:2]1[CH:7]=[CH:6][C:5]([CH2:8][C:9]#[N:10])=[CH:4][CH:3]=1.[C:11]([O:15][CH3:16])(=[O:14])[CH:12]=[CH2:13]>C(O)(C)(C)C>[CH3:16][O:15][C:11](=[O:14])[CH2:12][CH2:13][C:8]([C:9]#[N:10])([C:5]1[CH:6]=[CH:7][C:2]([F:1])=[CH:3][CH:4]=1)[CH2:13][CH2:12][C:11]([O:15][CH3:16])=[O:14]. Procedure: A mixture of 25 g. (0.185 mole) of the known compound p-fluorophenylacetonitrile and 86 ml. of methyl acrylate in 90 ml. of t-butyl alcohol is heated to reflux. The heat is removed and 28.1 ml. of 40% methanolic Triton B in 42 ml. of t-butyl alcohol quickly added. After about 4 hours of heating at reflux the mixture is allowed to cool and taken up in water and benzene. The organic layer is washed successively with 2.5 N hydrochloric acid, water and brine and then evaporated to dryness. The resid...